This data is from the Open Reaction Database (ORD), a public repository of structured organic reaction records. The task is: describe an organic reaction: reactants, conditions, products, and yield Starting materials: CCCCCC (n-hexane), CN\C(=C/C(=O)OCC)\C(F)(F)F (ethyl 3-methylamino-4,4,4-trifluorocrotonate), Cl (hydrochloric acid), [H-].[Na+] (sodium hydride), 9, ClC1=C(C(=O)N(S(=O)(=O)NCC=C)CCC)C=C(C(=C1)F)N=C=S (N-(2-chloro-4-fluoro-5-isothiocyanatobenzoyl)-N′-allyl-(1-propyl)sulfamide). Solvent: CN(C=O)C (N,N-dimethylformamide). Conditions: temperature 30 celsius, time 1 hour. The product is ClC1=C(C(=O)NS(=O)(=O)N(CCC)C(C)C)C=C(C(=C1)F)N1C(N(C(=CC1=O)C(F)(F)F)C)=S (2-Chloro-5-[3,6-dihydro-3-methyl-4-(trifluoromethyl)-6-oxo-2-thioxo-1-(2H)-pyrimidinyl]-4-fluoro-N-[[(1-methylethyl)propylamino]sulfonyl]benzamide). RXN SMILES: [CH3:1][NH:2]/[C:3](/[C:10]([F:13])([F:12])[F:11])=[CH:4]\[C:5]([O:7]CC)=O.[H-].[Na+].[Cl:16][C:17]1[CH:35]=[C:34]([F:36])[C:33]([N:37]=[C:38]=[S:39])=[CH:32][C:18]=1[C:19]([N:21](CCC)[S:22]([NH:25][CH2:26][CH:27]=[CH2:28])(=[O:24])=[O:23])=[O:20].Cl.[CH3:41][CH2:42][CH2:43]CCC>CN(C)C=O>[Cl:16][C:17]1[CH:35]=[C:34]([F:36])[C:33]([N:37]2[C:5](=[O:7])[CH:4]=[C:3]([C:10]([F:11])([F:12])[F:13])[N:2]([CH3:1])[C:38]2=[S:39])=[CH:32][C:18]=1[C:19]([NH:21][S:22]([N:25]([CH:42]([CH3:43])[CH3:41])[CH2:26][CH2:27][CH3:28])(=[O:23])=[O:24])=[O:20] |f:1.2|. Reported procedure: Under nitrogen, a mixture of 30 ml of N,N-dimethylformamide and 50 ml of n-hexane was heated to reflux with stirring for 1 hour and the hexane was subsequently distilled off at an internal temperature of 80-90° C. The mixture was allowed to cool to 30° C. and 0.75 g (3.828 mmol) of ethyl 3-methylamino-4,4,4-trifluorocrotonate was added with stirring, the reaction mixture was cooled to −20° C. and 0.2 g (7.92 mmol) of 95% sodium hydride was added in 3 portions with stirring to form a yellow preci... Starting materials: C(C)(C)C=1NC2=CC=C(C=C2C1C1=CC=NC=C1)O (2-isopropyl-3-(4-pyridyl)-1H-indole-5-ol), C(C)OC(C(C)(C)Br)=O (2-bromo-2-methyl-propanoic acid ethylester). The product is C(C)OC(C(C)(C)OC=1C=C2C(=C(NC2=CC1)C(C)C)C1=CC=NC=C1)=O (2-[2-Isopropyl-3-(4-pyridyl)-1H-indole-5-yloxy]-2-methyl-propanoic acid ethylester). As a reaction SMILES: [CH:1]([C:4]1[NH:5][C:6]2[C:11]([C:12]=1[C:13]1[CH:18]=[CH:17][N:16]=[CH:15][CH:14]=1)=[CH:10][C:9]([OH:19])=[CH:8][CH:7]=2)([CH3:3])[CH3:2].[CH2:20]([O:22][C:23](=[O:28])[C:24](Br)([CH3:26])[CH3:25])[CH3:21]>>[CH2:20]([O:22][C:23](=[O:28])[C:24]([O:19][C:9]1[CH:10]=[C:11]2[C:6](=[CH:7][CH:8]=1)[NH:5][C:4]([CH:1]([CH3:3])[CH3:2])=[C:12]2[C:13]1[CH:18]=[CH:17][N:16]=[CH:15][CH:14]=1)([CH3:26])[CH3:25])[CH3:21]. Procedure details: The above compound was prepared from 2-isopropyl-3-(4-pyridyl)-1H-indole-5-ol and 2-bromo-2-methyl-propanoic acid ethylester using a procedure analogous to that of Example 10.